This data is from the Open Reaction Database (ORD), a public repository of structured organic reaction records. The task is: describe an organic reaction: reactants, conditions, products, and yield Reaction SMILES: [CH2:1]([C:5]1[CH:10]=[CH:9][C:8]([C:11]#[C:12][C:13]2[CH:33]=[CH:32][C:16]([CH2:17][NH:18][C:19]3[CH:31]=[CH:30][C:22]4[O:23][C:24]([CH3:29])([CH3:28])[O:25][C:26](=[O:27])[C:21]=4[CH:20]=3)=[CH:15][CH:14]=2)=[CH:7][CH:6]=1)[CH2:2][CH2:3][CH3:4].[C:34]1([CH:44]=O)[C:43]2[C:38](=[CH:39][CH:40]=[CH:41][CH:42]=2)[CH:37]=[CH:36][CH:35]=1.C(O[BH-](OC(=O)C)OC(=O)C)(=O)C.[Na+]>ClCCCl>[CH2:1]([C:5]1[CH:6]=[CH:7][C:8]([C:11]#[C:12][C:13]2[CH:33]=[CH:32][C:16]([CH2:17][N:18]([CH2:44][C:34]3[C:43]4[C:38](=[CH:39][CH:40]=[CH:41][CH:42]=4)[CH:37]=[CH:36][CH:35]=3)[C:19]3[CH:31]=[CH:30][C:22]4[O:23][C:24]([CH3:29])([CH3:28])[O:25][C:26](=[O:27])[C:21]=4[CH:20]=3)=[CH:15][CH:14]=2)=[CH:9][CH:10]=1)[CH2:2][CH2:3][CH3:4] |f:2.3|. Run at time 72 hour. Isolated yield 36.5%. Starting materials: C(CCC)C1=CC=C(C=C1)C#CC1=CC=C(CNC2=CC3=C(OC(OC3=O)(C)C)C=C2)C=C1 (6-({4-[(4-butylphenyl)ethynyl]benzyl}amino)-2,2-dimethyl-4H-1,3-benzodioxin-4-one), C1(=CC=CC2=CC=CC=C12)C=O (1-naphtaldehyde), C(C)(=O)O[BH-](OC(C)=O)OC(C)=O.[Na+] (sodium triacetoxyborohydride). Yields the product C(CCC)C1=CC=C(C=C1)C#CC1=CC=C(CN(C2=CC3=C(OC(OC3=O)(C)C)C=C2)CC2=CC=CC3=CC=CC=C23)C=C1 (6-[{4-[(4-butylphenyl)ethynyl]benzyl}(1-naphthylmethyl)amino]-2,2-dimethyl-4H-1,3-benzodioxin-4-one). Procedure: To a solution of 6-({4-[(4-butylphenyl)ethynyl]benzyl}amino)-2,2-dimethyl-4H-1,3-benzodioxin-4-one (150 mg, 0.34 mmol) in anhydrous DCE (3 mL) were added 1-naphtaldehyde (Fluka, 70 μL, 0.51 mmol) and sodium triacetoxyborohydride (110 mg, 0.51 mmol). The reaction mixture was stirred at rt for 72 hrs. The solvent was removed under reduced pressure. The residue was taken up with an aqueous solution of NaOH (2 mL, 1N) and extracted with Et2O (6 ml). The organic layer was dried over Na2SO4 and the so... Solvent: ClCCCl (DCE). Reactants: COC(=O)CCC(C)C(=O)N1CCCC1C(=O)OC(C)(C)C, O=C(O)C(F)(F)F. Product: COC(=O)CCC(C)C(=O)N1CCCC1C(=O)O. As a reaction SMILES: [C:1]([CH3:2])([CH3:3])([CH3:4])[O:5][C:6]([CH:7]1[N:8]([C:12]([CH:13]([CH2:14][CH2:15][C:16](=[O:17])[O:18][CH3:19])[CH3:20])=[O:21])[CH2:9][CH2:10][CH2:11]1)=[O:22].[OH:23][C:24]([C:25]([F:26])([F:27])[F:28])=[O:29]>>[O:5]=[C:6]([CH:7]1[N:8]([C:12]([CH:13]([CH2:14][CH2:15][C:16](=[O:17])[O:18][CH3:19])[CH3:20])=[O:21])[CH2:9][CH2:10][CH2:11]1)[OH:22]. Starting materials: CS(C)=O, OC1(c2ccc(Cl)c(C(F)(F)F)c2)CCNCC1, CCOC(=O)Nc1n[nH]c2ccccc12. The product is O=C(Nc1n[nH]c2ccccc12)N1CCC(O)(c2ccc(Cl)c(C(F)(F)F)c2)CC1. Reaction SMILES: [CH3:34][S:35](=[O:36])[CH3:37].[Cl:16][c:17]1[c:18]([C:30]([F:31])([F:32])[F:33])[cH:19][c:20]([C:23]2([OH:29])[CH2:24][CH2:25][NH:26][CH2:27][CH2:28]2)[cH:21][cH:22]1.[nH:1]1[n:2][c:3]([NH:10][C:11]([O:12][CH2:13][CH3:14])=[O:15])[c:4]2[cH:5][cH:6][cH:7][cH:8][c:9]12>>[nH:1]1[n:2][c:3]([NH:10][C:11](=[O:15])[N:26]2[CH2:25][CH2:24][C:23]([c:20]3[cH:19][c:18]([C:30]([F:31])([F:32])[F:33])[c:17]([Cl:16])[cH:22][cH:21]3)([OH:29])[CH2:28][CH2:27]2)[c:4]2[cH:5][cH:6][cH:7][cH:8][c:9]12. Starting materials: ClCCl, O=S(=O)(Nc1ccc(CO)cc1)c1ccccn1, c1ccncc1. Yields the product O=Cc1ccc(NS(=O)(=O)c2ccccn2)cc1. As a reaction SMILES: [Cl:25][CH2:26][Cl:27].[OH:1][CH2:2][c:3]1[cH:4][cH:5][c:6]([NH:9][S:10](=[O:11])(=[O:12])[c:13]2[n:14][cH:15][cH:16][cH:17][cH:18]2)[cH:7][cH:8]1.[cH:19]1[cH:20][cH:21][n:22][cH:23][cH:24]1>>[O:1]=[CH:2][c:3]1[cH:4][cH:5][c:6]([NH:9][S:10](=[O:11])(=[O:12])[c:13]2[n:14][cH:15][cH:16][cH:17][cH:18]2)[cH:7][cH:8]1. The reactants are ClCCl, CC(C)OC(=O)N=NC(=O)OC(C)C, Cc1cc2cc(Oc3ncnc4cc(O)ccc34)ccc2[nH]1, CC(C)(C)OC(=O)N1CCC(CO)CC1, c1ccc(P(c2ccccc2)c2ccccc2)cc1. Yields the product Cc1cc2cc(Oc3ncnc4cc(OCC5CCN(C(=O)OC(C)(C)C)CC5)ccc34)ccc2[nH]1. RXN SMILES: [CH2:71]([Cl:72])[Cl:73].[O:57]=[C:58]([O:59][CH:60]([CH3:61])[CH3:62])[N:63]=[N:64][C:65]([O:66][CH:67]([CH3:68])[CH3:69])=[O:70].[OH:1][c:2]1[cH:3][cH:4][c:5]2[c:6]([O:12][c:13]3[cH:14][c:15]4[cH:16][c:17]([CH3:22])[nH:18][c:19]4[cH:20][cH:21]3)[n:7][cH:8][n:9][c:10]2[cH:11]1.[OH:42][CH2:43][CH:44]1[CH2:45][CH2:46][N:47]([C:50](=[O:51])[O:52][C:53]([CH3:54])([CH3:55])[CH3:56])[CH2:48][CH2:49]1.[c:23]1([P:24]([c:25]2[cH:26][cH:27][cH:28][cH:29][cH:30]2)[c:31]2[cH:32][cH:33][cH:34][cH:35][cH:36]2)[cH:37][cH:38][cH:39][cH:40][cH:41]1>>[O:1]([c:2]1[cH:3][cH:4][c:5]2[c:6]([O:12][c:13]3[cH:14][c:15]4[cH:16][c:17]([CH3:22])[nH:18][c:19]4[cH:20][cH:21]3)[n:7][cH:8][n:9][c:10]2[cH:11]1)[CH2:43][CH:44]1[CH2:45][CH2:46][N:47]([C:50](=[O:51])[O:52][C:53]([CH3:54])([CH3:55])[CH3:56])[CH2:48][CH2:49]1. Starting materials: C(C)OC(C(=CC(=O)OCC)NC1=CC=C(C(C=C1)=O)O)=O (2-(4-Hydroxy-5-oxo-1,3,6-cycloheptatrien-1-ylamino)-2-butenedioic acid diethyl ester), C1(=CC=CC=C1)OC1=CC=CC=C1 (diphenyl ether). The solvent is CCCCCC (Hexane). The product is C(C)OC(=O)C1=CC(C2=C(N1)C=CC(C(=C2)O)=O)=O (4,7-Dihydro-4,7-dioxo-6-hydroxy-1H-cyclohepta[b]pyridine-2-carboxylic Acid Ethyl Ester). As a reaction SMILES: [CH2:1]([O:3][C:4](=[O:22])[C:5]([NH:12][C:13]1[CH:19]=[CH:18][C:17](=[O:20])[C:16]([OH:21])=[CH:15][CH:14]=1)=[CH:6][C:7]([O:9]CC)=O)[CH3:2].C1(OC2C=CC=CC=2)C=CC=CC=1>CCCCCC>[CH2:1]([O:3][C:4]([C:5]1[NH:12][C:13]2[CH:14]=[CH:15][C:16](=[O:21])[C:17]([OH:20])=[CH:18][C:19]=2[C:7](=[O:9])[CH:6]=1)=[O:22])[CH3:2]. Reported procedure: 2-(4-Hydroxy-5-oxo-1,3,6-cycloheptatrien-1-ylamino)-2-butenedioic acid diethyl ester (100 g, described in Example 1) is added in portions over 5 minutes to diphenyl ether (1000 ml) at reflux temperature. The solution is refluxed for 25 minutes and cooled to room temperature. Hexane (2000 ml) is added and the crystalline precipitate is collected. The precipitate is crystallized from acetic acid to obtain crystals of the title compound, mp > 300° C. and ν max 3270, 3170, 3100, 1740, 1620 and 1575 ...